From a dataset of the Open Reaction Database (ORD), a public repository of structured organic reaction records. describe an organic reaction: reactants, conditions, products, and yield Reactants: FC1=CC=C(C=C1)S(=O)(=O)C1=CC(=NN1C=1C(=NC=CC1)F)CO ({5-[(4-Fluorophenyl)sulfonyl]-1-(2-fluoropyridin-3-yl)-1H-pyrazol-3-yl}methanol). The reagents and catalysts are [O-2].[O-2].[Mn+4] (manganese dioxide). Run in C1(=CC=CC=C1)C (toluene). Run at temperature 100 celsius, time 42 hour. The product is FC1=CC=C(C=C1)S(=O)(=O)C1=CC(=NN1C=1C(=NC=CC1)F)C=O (5-[(4-fluorophenyl)sulfonyl]-1-(2-fluoropyridin-3-yl)-1H-pyrazole-3-carbaldehyde). The yield is 80.5%. RXN SMILES: [F:1][C:2]1[CH:7]=[CH:6][C:5]([S:8]([C:11]2[N:15]([C:16]3[C:17]([F:22])=[N:18][CH:19]=[CH:20][CH:21]=3)[N:14]=[C:13]([CH2:23][OH:24])[CH:12]=2)(=[O:10])=[O:9])=[CH:4][CH:3]=1>C1(C)C=CC=CC=1.[O-2].[O-2].[Mn+4]>[F:1][C:2]1[CH:7]=[CH:6][C:5]([S:8]([C:11]2[N:15]([C:16]3[C:17]([F:22])=[N:18][CH:19]=[CH:20][CH:21]=3)[N:14]=[C:13]([CH:23]=[O:24])[CH:12]=2)(=[O:9])=[O:10])=[CH:4][CH:3]=1 |f:2.3.4|. Procedure details: {5-[(4-Fluorophenyl)sulfonyl]-1-(2-fluoropyridin-3-yl)-1H-pyrazol-3-yl}methanol (135 mg) was dissolved in toluene (2 mL), manganese dioxide (167 mg) was added, and the mixture was stirred at 100° C. for 42 hr. The reaction mixture was allowed to cool to room temperature, and filtered through celite. The filtrate was concentrated under reduced pressure, and the residue was purified by silica gel column chromatography (eluent:hexane-ethyl acetate=19:1→3:1) to give the title compound as a colorless... Reactants: O=C([O-])[O-], COc1cc2c(Nc3c(Cl)ccc4c3OCO4)ncnc2cc1OCCCN1CCNCC1, N#CCCl, [I-], [K+], [K+], [K+], CN(C)C=O. Yields the product COc1cc2c(Nc3c(Cl)ccc4c3OCO4)ncnc2cc1OCCCN1CCN(CC#N)CC1. RXN SMILES: [C:40](=[O:41])([O-:42])[O-:43].[Cl:1][c:2]1[cH:3][cH:4][c:5]2[c:6]([c:7]1[NH:8][c:9]1[n:10][cH:11][n:12][c:13]3[cH:14][c:15]([O:21][CH2:22][CH2:23][CH2:24][N:25]4[CH2:26][CH2:27][NH:28][CH2:29][CH2:30]4)[c:16]([O:19][CH3:20])[cH:17][c:18]13)[O:31][CH2:32][O:33]2.[Cl:34][CH2:35][C:36]#[N:37].[I-:39].[K+:38].[K+:44].[K+:45].[O:46]=[CH:47][N:48]([CH3:49])[CH3:50]>>[Cl:1][c:2]1[cH:3][cH:4][c:5]2[c:6]([c:7]1[NH:8][c:9]1[n:10][cH:11][n:12][c:13]3[cH:14][c:15]([O:21][CH2:22][CH2:23][CH2:24][N:25]4[CH2:26][CH2:27][N:28]([CH2:35][C:36]#[N:37])[CH2:29][CH2:30]4)[c:16]([O:19][CH3:20])[cH:17][c:18]13)[O:31][CH2:32][O:33]2. Reactants: ClCCCl, Cn1ccc2ccccc21, Cl, O, O=P(Cl)(Cl)Cl, O=C(C1CCc2nc[nH]c2C1)N1CCCC1. Yields the product Cn1cc(C(=O)C2CCc3nc[nH]c3C2)c2ccccc21. Reaction SMILES: [CH2:34]([Cl:35])[CH2:36][Cl:37].[CH3:18][n:19]1[cH:20][cH:21][c:22]2[cH:23][cH:24][cH:25][cH:26][c:27]12.[ClH:1].[OH2:33].[P:28]([Cl:29])([Cl:30])([Cl:31])=[O:32].[n:2]1[cH:3][nH:4][c:5]2[c:6]1[CH2:7][CH2:8][CH:9]([C:11](=[O:12])[N:13]1[CH2:14][CH2:15][CH2:16][CH2:17]1)[CH2:10]2>>[n:2]1[cH:3][nH:4][c:5]2[c:6]1[CH2:7][CH2:8][CH:9]([C:11](=[O:12])[c:21]1[cH:20][n:19]([CH3:18])[c:27]3[c:22]1[cH:23][cH:24][cH:25][cH:26]3)[CH2:10]2. The reactants are anhydride, CC(CC1CCCCC1)NC (propylhexedrine), C1(COCC(=O)O1)=O (diglycolic anhydride). The solvent is ClCCl (dichloromethane), ClCCl (dichloromethane), ClCCl (dichloromethane). Run at time 40 minute. Product: C1(CCCCC1)CC(C)N(C(COCC(=O)O)=O)C ({2-[(2-Cyclohexyl-1-methylethyl)methylamino]-2-oxoethoxy}-acetic Acid). Reaction SMILES: [C:1]1(=[O:8])[O:7][C:5](=[O:6])[CH2:4][O:3][CH2:2]1.[CH3:9][CH:10]([NH:18][CH3:19])[CH2:11][CH:12]1[CH2:17][CH2:16][CH2:15][CH2:14][CH2:13]1>ClCCl>[CH:12]1([CH2:11][CH:10]([N:18]([CH3:19])[C:5](=[O:6])[CH2:4][O:3][CH2:2][C:1]([OH:7])=[O:8])[CH3:9])[CH2:17][CH2:16][CH2:15][CH2:14][CH2:13]1. Procedure details: A solution of 11.63 grams (0.100 mole) of diglycolic anhydride in 1 liter of dichloromethane (prepared by heating the anhydride and dichloromethane on a steam bath) was added to a solution of 15.55 grams (0.100 mole) of propylhexedrine in 700 milliliters of dichloromethane at temperatures in the range of from about 21° to about 30° during an interval of about 10 minutes. After the addition, the mixture was stirred at a temperature range of 25° to 30° C. for about 40 minutes whereupon a reaction ... Reactants: ClC1=C(C(C(=C(C1=O)C#N)C#N)=O)Cl (Dichlorodicyanobenzoquinone), C(C)OC(=O)CCCOC=1C=C2NCC(NC2=CC1)=O (6-(3-ethoxycarbonylpropoxy)-2-oxo-1,2,3,4-tetrahydroquinoxaline). Run in C1=CC=CC=C1 (benzene). The product is C(C)OC(=O)CCCOC=1C=C2N=CC(NC2=CC1)=O (6-(3-ethoxycarbonylpropoxy)-2-oxo-1,2-dihydroquinoxaline). Yield: 81.0%. Reaction SMILES: ClC1C(=O)C(C#N)=C(C#N)C(=O)C=1Cl.[CH2:15]([O:17][C:18]([CH2:20][CH2:21][CH2:22][O:23][C:24]1[CH:25]=[C:26]2[C:31](=[CH:32][CH:33]=1)[NH:30][C:29](=[O:34])[CH2:28][NH:27]2)=[O:19])[CH3:16]>C1C=CC=CC=1>[CH2:15]([O:17][C:18]([CH2:20][CH2:21][CH2:22][O:23][C:24]1[CH:25]=[C:26]2[C:31](=[CH:32][CH:33]=1)[NH:30][C:29](=[O:34])[CH:28]=[N:27]2)=[O:19])[CH3:16]. Procedure: Dichlorodicyanobenzoquinone (DDQ) 4.5 g (19.8 mM) was added to the compound 925 5 g (18 mM) dissolved in benzene 300 ml with heating, and the mixture was refluxed for 3 hours. The reaction mixture was filtered hot and then the filtrate was concentrated in vacuo. The residue, dissolved in chloroform, was washed with water, dried by adding anhydrous sodium sulfate and concentrated in vacuo. The residue was charged on a column of silica gel (C-200) packed with chloroform, and purified by eluting wi... Reactants: COc1cccc(-c2ccc3c(C=CC(=O)O)c(OC)ccc3c2)c1, Nc1ccccc1. Yields the product COc1cccc(-c2ccc3c(C=CC(=O)Nc4ccccc4)c(OC)ccc3c2)c1. Reaction SMILES: [CH3:1][O:2][c:3]1[c:4]([CH:21]=[CH:22][C:23](=[O:24])[OH:25])[c:5]2[cH:6][cH:7][c:8](-[c:13]3[cH:14][c:15]([O:19][CH3:20])[cH:16][cH:17][cH:18]3)[cH:9][c:10]2[cH:11][cH:12]1.[NH2:26][c:27]1[cH:28][cH:29][cH:30][cH:31][cH:32]1>>[CH3:1][O:2][c:3]1[c:4]([CH:21]=[CH:22][C:23](=[O:24])[NH:26][c:27]2[cH:28][cH:29][cH:30][cH:31][cH:32]2)[c:5]2[cH:6][cH:7][c:8](-[c:13]3[cH:14][c:15]([O:19][CH3:20])[cH:16][cH:17][cH:18]3)[cH:9][c:10]2[cH:11][cH:12]1.